describe an organic reaction: reactants, conditions, products, and yield From a dataset of the Open Reaction Database (ORD), a public repository of structured organic reaction records. Starting materials: CC1=CC=C(C=C1)S(=O)(=O)OC[C@H]1COC2=C(O1)C(=C(C=C2)N)N ([(2R)-7,8-diamino-2,3-dihydro-1,4-benzodioxin-2-yl]methyl 4-methylbenzenesulfonate), C1(C(OC2C(O1)OC(C(O2)O)O)O)O (glyoxal trimeric dihydrate). Run in O (water), C(C)O (ethyl alcohol), C(O)([O-])=O.[Na+] (sodium hydrogen carbonate). Conditions: temperature 60 celsius. Product: CC1=CC=C(C=C1)S(=O)(=O)OCC1COC=2C(=C3N=CC=NC3=CC2)O1 (2,3-Dihydro[1,4]dioxino[2,3-f]quinoxalin-2-ylmethyl 4-methylbenzenesulfonate). RXN SMILES: [CH3:1][C:2]1[CH:7]=[CH:6][C:5]([S:8]([O:11][CH2:12][C@@H:13]2[O:18][C:17]3[C:19]([NH2:24])=[C:20]([NH2:23])[CH:21]=[CH:22][C:16]=3[O:15][CH2:14]2)(=[O:10])=[O:9])=[CH:4][CH:3]=1.[CH:25]1(O)OC2OC(O)C(O)OC2O[CH:26]1O>O.C(O)C.C(=O)([O-])O.[Na+]>[CH3:1][C:2]1[CH:7]=[CH:6][C:5]([S:8]([O:11][CH2:12][CH:13]2[O:18][C:17]3=[C:19]4[C:20](=[CH:21][CH:22]=[C:16]3[O:15][CH2:14]2)[N:23]=[CH:26][CH:25]=[N:24]4)(=[O:10])=[O:9])=[CH:4][CH:3]=1 |f:4.5|. Procedure details: To a solution of [(2R)-7,8-diamino-2,3-dihydro-1,4-benzodioxin-2-yl]methyl 4-methylbenzenesulfonate (2.226 g, 5.258 mmole) in water (50 mL) was added a solution of glyoxal trimeric dihydrate (1.104 g, 5.258 mmole) in ethyl alcohol (50 mL) and the reaction mixture was heated at 60° C. for 3 hours. The reaction mixture was allowed to cool to room temperature and was diluted with aqueous sodium hydrogen carbonate (250 mL) and extracted with ethyl acetate (2×100 mL). The combined organic extracts we... Starting materials: ClC1=NC=CC(=N1)NCCCCCCCCCCCC (2-chloro-4-(n-dodecylamino)pyrimidine), C(O)CN (ethanolamine), ClC1=NC=CC=N1 (2-chloropyrimidine), [OH-].[NH4+] (ammonium hydroxide). Solvent: O (water), C(C)O (ethanol), CO (methanol), C(Cl)(Cl)Cl (chloroform). Product: C(CCCCCCCCCCC)NC1=NC(=NC=C1)NCCO (4-(n-dodecylamino)-2-(2-hydroxyethylamino)pyrimidine). Yield: 97.0%. Reaction SMILES: Cl[C:2]1[N:7]=[C:6]([NH:8][CH2:9][CH2:10][CH2:11][CH2:12][CH2:13][CH2:14][CH2:15][CH2:16][CH2:17][CH2:18][CH2:19][CH3:20])[CH:5]=[CH:4][N:3]=1.[CH2:21]([CH2:23][NH2:24])[OH:22].[OH-].[NH4+].ClC1N=CC=CN=1>CO.C(Cl)(Cl)Cl.O.C(O)C>[CH2:9]([NH:8][C:6]1[CH:5]=[CH:4][N:3]=[C:2]([NH:24][CH2:23][CH2:21][OH:22])[N:7]=1)[CH2:10][CH2:11][CH2:12][CH2:13][CH2:14][CH2:15][CH2:16][CH2:17][CH2:18][CH2:19][CH3:20] |f:2.3|. Reported procedure: A mixture of 2-chloro-4-(n-dodecylamino)pyrimidine (6.0 g, 0.02 m), ethanolamine (12.2 g, 0.2 m), ethanol (70 ml) and water (20 ml) is stirred and refluxed until thin-layer chromatography (silica gel; 10 parts chloroform, 0.2 parts methanol, 0.5 parts concentrated ammonium hydroxide) indicates the absence of the 2-chloropyrimidine compound. The ethanol is removed in vacuo, the residue is distributed between water and methylene chloride, the aqueous layer is extracted again with methylene chlorid... Reactants: OC[C@H](O)[C@@H](O)[C@H](O)[C@H](O)CO (sorbitol), C1(=CC=CC=C1)OC (anisole), C(C)O (ethanol), CC1=C(C=O)C=CC(=C1)C (2,4-dimethylbenzaldehyde), C1(=CC=C(C=C1)S(=O)(=O)O)C (p-toluenesulfonic acid). Solvent: C1CCCCC1 (cyclohexane). Conditions: time 2.5 hour. Product: CC1=C(C=C([C@H]([C@H]([C@@H]([C@H](C(O)=CC2=C(C=C(C=C2)C)C)O)O)O)O)O)C=CC(=C1)C (di-(2,4-dimethylbenzylidene)sorbitol). Isolated yield 93.0%. As a reaction SMILES: [OH:1][CH2:2][C@@H:3]([C@H:5]([C@@H:7]([C@@H:9]([CH2:11][OH:12])[OH:10])[OH:8])[OH:6])[OH:4].[CH3:13][C:14]1[CH:21]=[C:20]([CH3:22])[CH:19]=[CH:18][C:15]=1[CH:16]=O.[C:23]1([CH3:33])[CH:28]=[CH:27][C:26](S(O)(=O)=O)=[CH:25][CH:24]=1.C1(OC)C=CC=CC=1.[CH2:42](O)[CH3:43]>C1CCCCC1>[CH3:13][C:14]1[CH:21]=[C:20]([CH3:22])[CH:19]=[CH:18][C:15]=1[CH:16]=[C:2]([OH:1])[C@@H:3]([OH:4])[C@@H:5]([OH:6])[C@H:7]([OH:8])[C@@H:9]([OH:10])[C:11](=[CH:27][C:26]1[CH:25]=[CH:24][C:23]([CH3:33])=[CH:28][C:42]=1[CH3:43])[OH:12]. Procedure details: The same procedure as in Example 8 is repeated with the exception of using 26.8 g of sorbitol, 39.5 g of 2,4-dimethylbenzaldehyde, 50 ml of cyclohexane, 0.4 g of p-toluenesulfonic acid, 30 ml of anisole and 100 ml of ethanol. The reaction is conducted for 2.5 hours, giving a powdery reaction mixture, which is similarly after-treated to obtain di-(2,4-dimethylbenzylidene)sorbitol in a yield of 93% with a purity of 98%. Reactants: CC#N, Cl, [I-], [K+], O=N[O-], Nc1ccc(C2=NOC(c3cc(Cl)cc(Cl)c3)(C(F)(F)F)C2)cc1OC(F)F, NC(N)=O, [Na+], [Na+], [Na+], O, O=S([O-])[O-]. Product: FC(F)Oc1cc(C2=NOC(c3cc(Cl)cc(Cl)c3)(C(F)(F)F)C2)ccc1I. RXN SMILES: [CH3:47][C:48]#[N:49].[ClH:29].[I-:35].[K+:34].[N:30]([O-:31])=[O:32].[NH2:1][c:2]1[c:3]([O:25][CH:26]([F:27])[F:28])[cH:4][c:5]([C:8]2=[N:9][O:10][C:11]([C:13]([F:14])([F:15])[F:16])([c:17]3[cH:18][c:19]([Cl:24])[cH:20][c:21]([Cl:23])[cH:22]3)[CH2:12]2)[cH:6][cH:7]1.[NH2:36][C:37](=[O:38])[NH2:39].[Na+:33].[Na+:44].[Na+:45].[OH2:46].[S:40]([O-:41])([O-:42])=[O:43]>>[c:2]1([I:35])[c:3]([O:25][CH:26]([F:27])[F:28])[cH:4][c:5]([C:8]2=[N:9][O:10][C:11]([C:13]([F:14])([F:15])[F:16])([c:17]3[cH:18][c:19]([Cl:24])[cH:20][c:21]([Cl:23])[cH:22]3)[CH2:12]2)[cH:6][cH:7]1.